From a dataset of the Open Reaction Database (ORD), a public repository of structured organic reaction records. describe an organic reaction: reactants, conditions, products, and yield Reactants: [C-]#N, CCCC[N+](CCCC)(CCCC)CCCC, OC1CCN(Cc2ccccc2)C1, CS(=O)(=O)O, CS(C)=O, N#C[Na]. Product: N#CC1CCN(Cc2ccccc2)C1. As a reaction SMILES: [C-:22]#[N:23].[CH2:24]([N+:25]([CH2:26][CH2:27][CH2:28][CH3:29])([CH2:30][CH2:31][CH2:32][CH3:33])[CH2:34][CH2:35][CH2:36][CH3:37])[CH2:38][CH2:39][CH3:40].[CH2:6]([c:7]1[cH:8][cH:9][cH:10][cH:11][cH:12]1)[N:13]1[CH2:14][CH:15]([OH:18])[CH2:16][CH2:17]1.[CH3:1][S:2]([OH:3])(=[O:4])=[O:5].[CH3:41][S:42]([CH3:43])=[O:44].[Na:19][C:20]#[N:21]>>[CH2:6]([c:7]1[cH:8][cH:9][cH:10][cH:11][cH:12]1)[N:13]1[CH2:14][CH:15]([C:20]#[N:21])[CH2:16][CH2:17]1. Starting materials: COc1ccc(C(N)=O)cc1S(=O)(=O)Cl, CN(C)C=O, CCOC(C)=O, O=S(Cl)Cl. Yields the product COc1ccc(C#N)cc1S(=O)(=O)Cl. Reaction SMILES: [C:1]([NH2:2])(=[O:3])[c:4]1[cH:5][cH:6][c:7]([O:14][CH3:15])[c:8]([S:10](=[O:11])(=[O:12])[Cl:13])[cH:9]1.[CH3:20][N:21]([CH3:22])[CH:23]=[O:24].[CH3:25][CH2:26][O:27][C:28](=[O:29])[CH3:30].[S:16]([Cl:17])([Cl:18])=[O:19]>>[C:1](#[N:2])[c:4]1[cH:5][cH:6][c:7]([O:14][CH3:15])[c:8]([S:10](=[O:11])(=[O:12])[Cl:13])[cH:9]1. Reactants: [OH-].[Na+] (NaOH), COCC=1C=CC(=NC1)NC=1SC(=CN1)SC#N (N-(5-(methoxymethyl)pyridin-2-yl)-5-thiocyanatothiazol-2-amine), ClC1=C(C(=NC=C1)C(=O)OC)F (methyl 4-chloro-3-fluoropicolinate), SC[C@@H](O)[C@H](O)CS (dithiothreitol). Run in CO (methanol). Conditions: temperature 23 celsius, time 10 minute. The product is FC=1C(=NC=CC1SC1=CN=C(S1)NC1=NC=C(C=C1)COC)C(=O)OC (methyl 3-fluoro-4-(2-(5-(methoxymethyl)pyridin-2-ylamino)thiazol-5-ylthio)picolinate). The yield is 38.9%. As a reaction SMILES: [CH3:1][O:2][CH2:3][C:4]1[CH:5]=[CH:6][C:7]([NH:10][C:11]2[S:12][C:13]([S:16][C:17]#N)=[CH:14][N:15]=2)=[N:8][CH:9]=1.SC[C@H]([C@@H](CS)O)O.ClC1[CH:33]=[CH:32][N:31]=[C:30]([C:34]([O:36][CH3:37])=[O:35])[C:29]=1[F:38].[OH-].[Na+]>CO>[F:38][C:29]1[C:30]([C:34]([O:36][CH3:37])=[O:35])=[N:31][CH:32]=[CH:33][C:17]=1[S:16][C:13]1[S:12][C:11]([NH:10][C:7]2[CH:6]=[CH:5][C:4]([CH2:3][O:2][CH3:1])=[CH:9][N:8]=2)=[N:15][CH:14]=1 |f:3.4|. Procedure details: A suspension of N-(5-(methoxymethyl)pyridin-2-yl)-5-thiocyanatothiazol-2-amine (0.109 g, 0.392 mmol) in methanol (15 mL) was bubbled with argon for 10 minutes and then treated with dithiothreitol (0.079 g, 0.510 mmol). The reaction was stirred at 23° C. for 10 minutes, then methyl 4-chloro-3-fluoropicolinate (0.0743 g, 0.392 mmol) was added, followed by aq. NaOH (1N, 0.43 mL, 0.431 mmol). The resulting brown solution was stirred for 45 minutes, then concentrated to about one quarter of the volum... The reactants are O1COC2=C1C=CC(=C2)CNC(=O)C=2SC(=C(C2)N)C (5-methyl-4-amino-thiophene-2-carboxylic acid (1,3-benzodioxol-5-ylmethyl)-amide), C(C1=CC=CC=C1)N=C=O (benzyl isocyanate). Run in O1CCOCC1 (1,4-dioxane). Reaction conditions: time 30 minute. The product is O1COC2=C1C=CC(=C2)CNC(=O)C=2SC(=C(C2)NC(=O)NCC2=CC=CC=C2)C (4-(3-benzyl-ureido)-5-methyl-thiophene-2-carboxylic acid (1,3-benzodioxol-5-ylmethyl)-amide). Yield: 37.1%. Reaction SMILES: [O:1]1[C:5]2[CH:6]=[CH:7][C:8]([CH2:10][NH:11][C:12]([C:14]3[S:15][C:16]([CH3:20])=[C:17]([NH2:19])[CH:18]=3)=[O:13])=[CH:9][C:4]=2[O:3][CH2:2]1.[CH2:21]([N:28]=[C:29]=[O:30])[C:22]1[CH:27]=[CH:26][CH:25]=[CH:24][CH:23]=1>O1CCOCC1>[O:1]1[C:5]2[CH:6]=[CH:7][C:8]([CH2:10][NH:11][C:12]([C:14]3[S:15][C:16]([CH3:20])=[C:17]([NH:19][C:29]([NH:28][CH2:21][C:22]4[CH:27]=[CH:26][CH:25]=[CH:24][CH:23]=4)=[O:30])[CH:18]=3)=[O:13])=[CH:9][C:4]=2[O:3][CH2:2]1. Procedure details: A mixture of 5-methyl-4-amino-thiophene-2-carboxylic acid (1,3-benzodioxol-5-ylmethyl)-amide from Step 2 (0.6 g, 2.1 mmol) and benzyl isocyanate (0.28 g, 2.1 mmol) in 1,4-dioxane (100 mL) was stirred under an inert atmosphere and heated to reflux. After 30 minutes, the mixture was allowed to cool, and the solvent was removed under reduced pressure. The residue was triturated in a small amount of acetonitrile, cooled, and filtered to afford 0.33 g of 4-(3-benzyl-ureido)-5-methyl-thiophene-2-carbo... Starting materials: O[C@@H]1[C@](CC2=CC=CC=C12)(C=1CC2=CC=CC=C2C1)CC1=CC=C(C(=O)OCC)C=C1 (ethyl 4-(((1R,2R)-1-hydroxy-2,3-dihydro-1H,1′H-[2,2′-biinden]-2-yl)methyl)benzoate), C1CCC(CC1)N=C=NC2CCCCC2 (DCC), C(=O)(OCC1C2=CC=CC=C2C2=CC=CC=C12)N[C@@H](CC(C)C)C(=O)O (Fmoc leucine). The reagents and catalysts are CN(C)C=1C=CN=CC1 (DMAP). The solvent is C(C)(=O)OCC (ethyl acetate). Run at time 12 hour. The product is N[C@H](C(=O)O[C@@H]1[C@](CC2=CC=CC=C12)(C=1CC2=CC=CC=C2C1)CC1=CC=C(C(=O)OCC)C=C1)CC(C)C (ethyl 4-(((1R,2R)-1-(((S)-2-amino-4-methylpentanoyl)oxy)-2,3-dihydro-1H,1′H-[2,2′-biinden]-2-yl)methyl)benzoate). Isolated yield 59.7%. As a reaction SMILES: [OH:1][C@H:2]1[C:10]2[C:5](=[CH:6][CH:7]=[CH:8][CH:9]=2)[CH2:4][C@:3]1([CH2:20][C:21]1[CH:31]=[CH:30][C:24]([C:25]([O:27][CH2:28][CH3:29])=[O:26])=[CH:23][CH:22]=1)[C:11]1[CH2:12][C:13]2[C:18]([CH:19]=1)=[CH:17][CH:16]=[CH:15][CH:14]=2.C1CCC(N=C=NC2CCCCC2)CC1.C([NH:64][C@H:65]([C:70](O)=[O:71])[CH2:66][CH:67]([CH3:69])[CH3:68])(OCC1C2C(=CC=CC=2)C2C1=CC=CC=2)=O>CN(C1C=CN=CC=1)C.C(OCC)(=O)C>[NH2:64][C@@H:65]([CH2:66][CH:67]([CH3:69])[CH3:68])[C:70]([O:1][C@H:2]1[C:10]2[C:5](=[CH:6][CH:7]=[CH:8][CH:9]=2)[CH2:4][C@:3]1([CH2:20][C:21]1[CH:31]=[CH:30][C:24]([C:25]([O:27][CH2:28][CH3:29])=[O:26])=[CH:23][CH:22]=1)[C:11]1[CH2:12][C:13]2[C:18]([CH:19]=1)=[CH:17][CH:16]=[CH:15][CH:14]=2)=[O:71]. Procedure details: To a solution of ethyl 4-(((1R,2R)-1-hydroxy-2,3-dihydro-1H,1′H-[2,2′-biinden]-2-yl)methyl)benzoate (11, 200 mg, 0.48 mmol), DCC (120 mg, 0.58 mmol) and DMAP (6 mg, 0.048 mmol) in ethyl acetate (10 mL), was added Fmoc leucine (168 mg, 0.48 mmol) and then stirred at room temperature for 12 h. The solids were filtered, washed with ethyl acetate (25 ml) and the combined filtrate was washed with 1.5 N HCl (25 mL), water (25 mL), brine (10 mL), dried over anhydrous Na2SO4. The organic layer was evapo... The reactants are N1N=CC2=CC=C(C=C12)C(=O)OC (methyl 1H-indazole-6-carboxylate), C([O-])([O-])=O (carbonate), IC(C)C (2-Iodopropane). Solvent: CN(C=O)C (N,N-dimethylformamide). Reaction conditions: temperature 60 celsius, time 1.5 hour. Yields the product C(C)(C)N1N=CC2=CC=C(C=C12)C(=O)OC (Methyl 1-isopropyl-1H-indazole-6-carboxylate). The yield is 55.9%. RXN SMILES: [NH:1]1[C:9]2[C:4](=[CH:5][CH:6]=[C:7]([C:10]([O:12][CH3:13])=[O:11])[CH:8]=2)[CH:3]=[N:2]1.C(=O)([O-])[O-].I[CH:19]([CH3:21])[CH3:20]>CN(C)C=O>[CH:19]([N:1]1[C:9]2[C:4](=[CH:5][CH:6]=[C:7]([C:10]([O:12][CH3:13])=[O:11])[CH:8]=2)[CH:3]=[N:2]1)([CH3:21])[CH3:20]. Procedure details: A solution of methyl 1H-indazole-6-carboxylate (1.92 g, 10.9 mmol) and cessium carbonate (7.12 g, 21.8 mmol) in N,N-dimethylformamide (21.8 mL) under argon was heated to 60° C. for 10 min. 2-Iodopropane (1.09 mL, 10.9 mmol) was added dropwise. The mixture was stirred at 60° C. for 1.5 h. The mixture was cooled to ambient temperature and quenched with saturated aqueous sodium bicarbonate (30 mL). The mixture was extracted with ethyl acetate (3×30 mL). The combined organic layer was washed with sa... Reactants: COC1=NC=CC=C1B(O)O (2-methoxypyridin-3-ylboronic acid), BrC1=C(C=C(C(=O)N2CCC3(C=4N(CCN3C)C(=CC4)C(C(F)(F)F)=O)CC2)C=C1)C (1-(1-(4-bromo-3-methylbenzoyl)-2′-methyl-3′,4′-dihydro-2′H-spiro[piperidine-4,1′-pyrrolo[1,2-a]pyrazine]-6′-yl)-2,2,2-trifluoroethanone), C(=O)([O-])[O-].[Na+].[Na+] (Na2CO3). Reagents/catalysts: C1=CC=C(C=C1)P([C-]2C=CC=C2)C3=CC=CC=C3.C1=CC=C(C=C1)P([C-]2C=CC=C2)C3=CC=CC=C3.Cl[Pd]Cl.[Fe+2] (Pd(dppf)Cl2). Run in CN(C)C=O (DMF), CN1CCCC1=O (NMP). Conditions: temperature 80 celsius, time 16 hour. Yields the product FC(C(=O)C1=CC=C2N1CCN(C21CCN(CC1)C(C1=CC(=C(C=C1)C=1C(=NC=CC1)OC)C)=O)C)(F)F (2,2,2-trifluoro-1-[1′-[4-(2-methoxy-3-pyridyl)-3-methyl-benzoyl]-2-methyl-spiro[3,4-dihydropyrrolo[1,2-a]pyrazine-1,4′-piperidine]-6-yl]ethanone). Reaction SMILES: [CH3:1][O:2][C:3]1[C:8](B(O)O)=[CH:7][CH:6]=[CH:5][N:4]=1.Br[C:13]1[CH:41]=[CH:40][C:16]([C:17]([N:19]2[CH2:39][CH2:38][C:22]3([N:27]([CH3:28])[CH2:26][CH2:25][N:24]4[C:29]([C:32](=[O:37])[C:33]([F:36])([F:35])[F:34])=[CH:30][CH:31]=[C:23]34)[CH2:21][CH2:20]2)=[O:18])=[CH:15][C:14]=1[CH3:42].C([O-])([O-])=O.[Na+].[Na+]>CN1C(=O)CCC1.CN(C=O)C.C1C=CC(P(C2C=CC=CC=2)[C-]2C=CC=C2)=CC=1.C1C=CC(P(C2C=CC=CC=2)[C-]2C=CC=C2)=CC=1.Cl[Pd]Cl.[Fe+2]>[F:36][C:33]([F:34])([F:35])[C:32]([C:29]1[N:24]2[CH2:25][CH2:26][N:27]([CH3:28])[C:22]3([CH2:38][CH2:39][N:19]([C:17](=[O:18])[C:16]4[CH:40]=[CH:41][C:13]([C:8]5[C:3]([O:2][CH3:1])=[N:4][CH:5]=[CH:6][CH:7]=5)=[C:14]([CH3:42])[CH:15]=4)[CH2:20][CH2:21]3)[C:23]2=[CH:31][CH:30]=1)=[O:37] |f:2.3.4,7.8.9.10|. Procedure details: To a microtube with Pd(dppf)Cl2 (5.5 mg, 0.075 mmol) was added 2-methoxypyridin-3-ylboronic acid (0.10 mmol) in NMP (0.2 mL), followed by a solution of 1-(1-(4-bromo-3-methylbenzoyl)-2′-methyl-3′,4′-dihydro-2′H-spiro[piperidine-4,1′-pyrrolo[1,2-a]pyrazine]-6′-yl)-2,2,2-trifluoroethanone (0.75 mmol) in DMF (0.3 mL) and aq. Na2CO3 (2M, 4 mmol). The reaction mixture was shaken at 80° C. for 16 h. Filtration followed by purification using preparatory-HPLC (1-99% ACN in water (HCl modifier)) gave 2,2... Conditions: temperature 25 celsius, time 15 hour. The solvent is C1CCOC1.CO.O (THF MeOH water). Procedure details: NaOH (22.6 mg, 0.57 mmol) was added to trans-{4-[4-(3-{[2-(2-fluoro-phenyl)-5-trifluoromethyloxazole-4-carbonyl]amino}propionylamino)phenyl]cyclohexyl}acetic acid methyl ester (65 mg, 0.11 mmol) dissolved in THF/MeOH/water (20 mL, 3:2:1). The reaction mixture was stirred at 25° C. for 15 hours and concentrated under vacuum. The residue was acidified with 1M HCl up to pH of 2, stirred for 30 minutes, and filtered. The filtrate was eluted with a gradient of methanol/DCM (5-10%) on a silica gel by ... As a reaction SMILES: [OH-].[Na+].C[O:4][C:5](=[O:43])[CH2:6][C@H:7]1[CH2:12][CH2:11][C@H:10]([C:13]2[CH:18]=[CH:17][C:16]([NH:19][C:20](=[O:42])[CH2:21][CH2:22][NH:23][C:24]([C:26]3[N:27]=[C:28]([C:35]4[CH:40]=[CH:39][CH:38]=[CH:37][C:36]=4[F:41])[O:29][C:30]=3[C:31]([F:34])([F:33])[F:32])=[O:25])=[CH:15][CH:14]=2)[CH2:9][CH2:8]1>C1COCC1.CO.O>[F:41][C:36]1[CH:37]=[CH:38][CH:39]=[CH:40][C:35]=1[C:28]1[O:29][C:30]([C:31]([F:34])([F:32])[F:33])=[C:26]([C:24]([NH:23][CH2:22][CH2:21][C:20]([NH:19][C:16]2[CH:15]=[CH:14][C:13]([C@H:10]3[CH2:9][CH2:8][C@H:7]([CH2:6][C:5]([OH:43])=[O:4])[CH2:12][CH2:11]3)=[CH:18][CH:17]=2)=[O:42])=[O:25])[N:27]=1 |f:0.1,3.4.5|. Starting materials: [OH-].[Na+] (NaOH), COC(C[C@@H]1CC[C@H](CC1)C1=CC=C(C=C1)NC(CCNC(=O)C=1N=C(OC1C(F)(F)F)C1=C(C=CC=C1)F)=O)=O (trans-{4-[4-(3-{[2-(2-fluoro-phenyl)-5-trifluoromethyloxazole-4-carbonyl]amino}propionylamino)phenyl]cyclohexyl}acetic acid methyl ester). Product: FC1=C(C=CC=C1)C=1OC(=C(N1)C(=O)NCCC(=O)NC1=CC=C(C=C1)[C@@H]1CC[C@H](CC1)CC(=O)O)C(F)(F)F (trans-{4-[4-(3-{[2-(2-fluorophenyl)-5-trifluoromethyloxazole-4-carbonyl]amino}propionylamino)phenyl]cyclohexyl}acetic acid). The yield is 97.1%. The reactants are C(C)OC(C(CC(C)C)C=1C=C(C=C(C1)NCC1=CC=C(C=C1)C(C)(C)C)C1=CC=C(C=C1)C(F)(F)F)=O (2-[5-(4-tert-Butyl-benzylamino)-4′-trifluoromethyl-biphenyl-3-yl]-4-methyl-pentanoic acid ethyl ester), compound 37a, C(CC(C)C)=O (isovaleraldehyde), CC(=O)O (AcOH). The solvent is C(Cl)Cl (DCM). Reaction conditions: time 30 minute. Yields the product C(C)OC(C(CC(C)C)C=1C=C(C=C(C1)N(CCC(C)C)CC1=CC=C(C=C1)C(C)(C)C)C1=CC=C(C=C1)C(F)(F)F)=O (2-{5-[(4-tert-Butyl-benzyl)-(3-methyl-butyl)-amino]-4′-trifluoromethyl-biphenyl-3-yl}-4-methyl-pentanoic acid ethyl ester). The yield is 50.0%. RXN SMILES: [CH2:1]([O:3][C:4](=[O:38])[CH:5]([C:10]1[CH:11]=[C:12]([C:28]2[CH:33]=[CH:32][C:31]([C:34]([F:37])([F:36])[F:35])=[CH:30][CH:29]=2)[CH:13]=[C:14]([NH:16][CH2:17][C:18]2[CH:23]=[CH:22][C:21]([C:24]([CH3:27])([CH3:26])[CH3:25])=[CH:20][CH:19]=2)[CH:15]=1)[CH2:6][CH:7]([CH3:9])[CH3:8])[CH3:2].[CH:39](=O)[CH2:40][CH:41]([CH3:43])[CH3:42].CC(O)=O>C(Cl)Cl>[CH2:1]([O:3][C:4](=[O:38])[CH:5]([C:10]1[CH:11]=[C:12]([C:28]2[CH:33]=[CH:32][C:31]([C:34]([F:35])([F:37])[F:36])=[CH:30][CH:29]=2)[CH:13]=[C:14]([N:16]([CH2:17][C:18]2[CH:23]=[CH:22][C:21]([C:24]([CH3:25])([CH3:26])[CH3:27])=[CH:20][CH:19]=2)[CH2:39][CH2:40][CH:41]([CH3:43])[CH3:42])[CH:15]=1)[CH2:6][CH:7]([CH3:8])[CH3:9])[CH3:2]. Procedure: A solution of 2-[5-(4-tert-Butyl-benzylamino)-4′-trifluoromethyl-biphenyl-3-yl]-4-methyl-pentanoic acid ethyl ester, compound 37a, (0.06 g, 0.11 mmol), isovaleraldehyde (0.36 mL, 3.3 mmol), AcOH (0.01 mL) in DCM (10 mL) was stirred at room temperature overnight. NaCNBH4 (0.01 g, 0.16 mmol) added and resulting solution was stirred 30 min. The crude product was purified by TLC plate to give the title compound at 50% yield. Calcd MW 595.8. Found MH+ 596.4.